This data is from the Open Reaction Database (ORD), a public repository of structured organic reaction records. The task is: describe an organic reaction: reactants, conditions, products, and yield Reactants: O=C1CCC(=O)N1Cl, CN(C)C=O, CC(C)(C)OC(=O)NCc1nnc2ccc(C=NO)nn12. The product is CC(C)(C)OC(=O)NCc1nnc2ccc(C(Cl)=NO)nn12. As a reaction SMILES: [Cl:22][N:23]1[C:24](=[O:25])[CH2:26][CH2:27][C:28]1=[O:29].[O:30]=[CH:31][N:32]([CH3:33])[CH3:34].[OH:1][N:2]=[CH:3][c:4]1[cH:5][cH:6][c:7]2[n:8]([n:9]1)[c:10]([CH2:13][NH:14][C:15]([O:16][C:17]([CH3:18])([CH3:19])[CH3:20])=[O:21])[n:11][n:12]2>>[OH:1][N:2]=[C:3]([c:4]1[cH:5][cH:6][c:7]2[n:8]([n:9]1)[c:10]([CH2:13][NH:14][C:15]([O:16][C:17]([CH3:18])([CH3:19])[CH3:20])=[O:21])[n:11][n:12]2)[Cl:22]. Reactants: CC(C)Sc1ccc(Br)cc1, CCOC(=O)C(Br)=CC1CCCCC1, CC(=O)[O-], CCOC(C)=O, CC1(C)OB(B2OC(C)(C)C(C)(C)O2)OC1(C)C, [K+], [Na+], [Na+], O=C([O-])[O-], CN(C)C=O. The product is CCOC(=O)C(=CC1CCCCC1)c1ccc(SC(C)C)cc1. Reaction SMILES: [Br:24][c:25]1[cH:26][cH:27][c:28]([S:31][CH:32]([CH3:33])[CH3:34])[cH:29][cH:30]1.[CH2:35]([CH3:36])[O:37][C:38]([C:39](=[CH:40][CH:41]1[CH2:42][CH2:43][CH2:44][CH2:45][CH2:46]1)[Br:47])=[O:48].[CH3:2][C:3](=[O:4])[O-:5].[CH3:60][CH2:61][O:62][C:63](=[O:64])[CH3:65].[CH3:6][C:7]1([CH3:8])[C:9]([CH3:10])([CH3:11])[O:12][B:13]([B:14]2[O:15][C:16]([CH3:17])([CH3:18])[C:19]([CH3:20])([CH3:21])[O:22]2)[O:23]1.[K+:1].[Na+:49].[Na+:50].[O-:51][C:52](=[O:53])[O-:54].[O:55]=[CH:56][N:57]([CH3:58])[CH3:59]>>[c:25]1([C:39]([C:38]([O:37][CH2:35][CH3:36])=[O:48])=[CH:40][CH:41]2[CH2:42][CH2:43][CH2:44][CH2:45][CH2:46]2)[cH:26][cH:27][c:28]([S:31][CH:32]([CH3:33])[CH3:34])[cH:29][cH:30]1.